This data is from the Open Reaction Database (ORD), a public repository of structured organic reaction records. The task is: describe an organic reaction: reactants, conditions, products, and yield Starting materials: ClC1=NC(=NC=C1)SC (4-chloro-2-methylthiopyrimidine), N#CN (Cyanamide), CC(C)([O-])C.[K+] (potassium t-butoxide), N#CN.[K] (potassium cyanamide). Run in CN(C)C=O (DMF). Yields the product C(#N)NC1=NC(=NC=C1)SC (4-cyanoamino-2-methylthiopyrimidine). RXN SMILES: [N:1]#[C:2][NH2:3].CC(C)([O-])C.[K+].N#CN.[K].Cl[C:15]1[CH:20]=[CH:19][N:18]=[C:17]([S:21][CH3:22])[N:16]=1>CN(C=O)C>[C:2]([NH:3][C:15]1[CH:20]=[CH:19][N:18]=[C:17]([S:21][CH3:22])[N:16]=1)#[N:1] |f:1.2,3.4,^1:12|. Reported procedure: Cyanamide (1.05 g.) was added to potassium t-butoxide (2.8 g.) in DMF (10 ml.) with stirring to produce a fine suspension of potassium cyanamide. To this was added 4-chloro-2-methylthiopyrimidine (4 g.) and the mixture stirred at ambient temperature for 17 hours. The DMF was evaporated in vacuo and the residue suspended in water (20 ml.), the pH adjusted to 11 with dilute aqueous sodium hydroxide and the mixture extracted with EtOAc (2×10 ml.). The aqueous layer was separated, acidified to pH 3 ... Reactants: N1CCCCC1 (piperidine), ClC1=[N+](C(=CC=C1)Cl)[O-] (2,6-dichloropyridine-N-oxide), N1CCCCC1 (piperidine). Solvent: C1=CC=CC=C1 (benzene). Product: ClC1=CC=CC(=[N+]1[O-])N1CCCCC1 (6-Chloro-2-(piperidino)pyridine-N-oxide). As a reaction SMILES: Cl[C:2]1[CH:7]=[CH:6][CH:5]=[C:4]([Cl:8])[N+:3]=1[O-:9].[NH:10]1[CH2:15][CH2:14][CH2:13][CH2:12][CH2:11]1>C1C=CC=CC=1>[Cl:8][C:4]1[N+:3]([O-:9])=[C:2]([N:10]2[CH2:15][CH2:14][CH2:13][CH2:12][CH2:11]2)[CH:7]=[CH:6][CH:5]=1. Reported procedure: A solution was prepared by dissolving 10 grams (0.061 mole) of 2,6-dichloropyridine-N-oxide in 100 milliliters of benzene at 35 C. To this solution was added dropwise 10.3 grams (0.122 mole) of piperidine. Upon completion of the piperidine addition, the reaction mixture was refluxed for 2 hours. At the completion of the reaction, the insoluble material contained in the reaction mixture was removed by filtration and benzene thereafter distilled off. The oily residue which remained was taken up in... Starting materials: C(C)(=O)[O-].[Cs+] (cesium acetate), BrC1=CC(=C(C(=C1)F)F)F (1-Bromo-3,4,5 trifluorobenzene), C(C1=CC=CC=C1)(C1=CC=CC=C1)=NN (Benzophenone hydrazone). The reagents and catalysts are CC(=O)[O-].CC(=O)[O-].[Pd+2] (Pd(OAc)2), C1(=CC=CC=C1)P(C1=CC=CC=C1)[C-]1C=CC=C1.[C-]1(C=CC=C1)P(C1=CC=CC=C1)C1=CC=CC=C1.[Fe+2] (bisdiphenylphosphino-ferrocene). The solvent is C1(=CC=CC=C1)C (toluene), C1(=CC=CC=C1)C (toluene). Run at temperature 86 celsius, time 5 minute. The product is FC=1C=C(C=C(C1F)F)NN=C(C1=CC=CC=C1)C1=CC=CC=C1 (diphenylmethanone (3,4,5-trifluorophenyl)hydrazone). The yield is 63.8%. RXN SMILES: Br[C:2]1[CH:7]=[C:6]([F:8])[C:5]([F:9])=[C:4]([F:10])[CH:3]=1.[C:11](=[N:24][NH2:25])([C:18]1[CH:23]=[CH:22][CH:21]=[CH:20][CH:19]=1)[C:12]1[CH:17]=[CH:16][CH:15]=[CH:14][CH:13]=1.C([O-])(=O)C.[Cs+]>C1(C)C=CC=CC=1.CC([O-])=O.CC([O-])=O.[Pd+2].C1(P([C-]2C=CC=C2)C2C=CC=CC=2)C=CC=CC=1.[C-]1(P(C2C=CC=CC=2)C2C=CC=CC=2)C=CC=C1.[Fe+2]>[F:10][C:4]1[CH:3]=[C:2]([NH:25][N:24]=[C:11]([C:12]2[CH:17]=[CH:16][CH:15]=[CH:14][CH:13]=2)[C:18]2[CH:23]=[CH:22][CH:21]=[CH:20][CH:19]=2)[CH:7]=[C:6]([F:8])[C:5]=1[F:9] |f:2.3,5.6.7,8.9.10|. Reported procedure: 1-Bromo-3,4,5 trifluorobenzene (5 g, 24 mmol) was added to a slurry of Pd(OAc)2 (0.269 g, 5 mol %), bisdiphenylphosphino-ferrocene (1.0 g, 7 mol %) in anhydrous toluene (50 mL) at rt. Benzophenone hydrazone (4.9 g) was added, stirred for 5 min following by addition of dried cesium acetate (9.33 g) and toluene (40 mL). The flask was removed from a glove box and heated to 86° C. for 72 hours. The reaction was monitored by disappearance of bromotrifluourobenzene by LC (210 nm) or 19F NMR. The react... Starting materials: CCO, Cl, NN, CC(=O)c1cccn1N, O, O. Yields the product CC(=NN)c1cccn1N. Reaction SMILES: [CH3:4][CH2:5][OH:6].[ClH:7].[NH2:2][NH2:3].[NH2:8][n:9]1[c:10]([C:14]([CH3:15])=[O:16])[cH:11][cH:12][cH:13]1.[OH2:17].[OH2:1]>>[N:2]([NH2:3])=[C:14]([c:10]1[n:9]([NH2:8])[cH:13][cH:12][cH:11]1)[CH3:15].